Dataset: the Open Reaction Database (ORD), a public repository of structured organic reaction records. Task: describe an organic reaction: reactants, conditions, products, and yield Starting materials: OC1(CCNCC1)C1=C(C2=C(S1)C=CC=C2)CC (4-hydroxy-4-(3-ethylbenzo[b]thiophen-2-yl)piperidine), O1[C@@H](C1)COC1=CC=CC=2SC=CC21 ((S)-(+)-4-(oxiranylmethoxy)-benzo[b]thiophene). Solvent: CO (methanol). The product is C(C)C=1C2=C(SC1C1CCNCC1)C=CC=C2 (4-(3-Ethylbenzo[b]thien-2-yl)piperidine). The yield is 72.5%. As a reaction SMILES: O[C:2]1([C:8]2[S:12][C:11]3[CH:13]=[CH:14][CH:15]=[CH:16][C:10]=3[C:9]=2[CH2:17][CH3:18])[CH2:7][CH2:6][NH:5][CH2:4][CH2:3]1.O1C[C@H]1COC1C2C=CSC=2C=CC=1>CO>[CH2:17]([C:9]1[C:10]2[CH:16]=[CH:15][CH:14]=[CH:13][C:11]=2[S:12][C:8]=1[CH:2]1[CH2:3][CH2:4][NH:5][CH2:6][CH2:7]1)[CH3:18]. Procedure details: A solution 4-hydroxy-4-(3-ethylbenzo[b]thiophen-2-yl)piperidine (0.069 g, 0.281 mmol) and (S)-(+)-4-(oxiranylmethoxy)-benzo[b]thiophene (0.058 g, 0.281 mmol) in methanol (3 mL) was heated at reflux for 18 hours and then cooled and evaporated. The residue was purified using silica gel chromatography (dichloromethane/1% methanol in dichloromethane) to give the free base of the final title compound as a clear colorless oil (0.050 g, 39%). The oxalate salt was prepared to give the title compound. FD...